Dataset: the Open Reaction Database (ORD), a public repository of structured organic reaction records. Task: describe an organic reaction: reactants, conditions, products, and yield Product: Cc1cnc(N2CCNCC2)s1. Reaction SMILES: [CH2:8]1[CH2:9][NH:10][CH2:11][CH2:12][NH:13]1.[I:1][c:2]1[s:3][c:4]([CH3:7])[cH:5][n:6]1>>[c:2]1([N:10]2[CH2:9][CH2:8][NH:13][CH2:12][CH2:11]2)[s:3][c:4]([CH3:7])[cH:5][n:6]1. The reactants are C1CNCCN1, Cc1cnc(I)s1. Product: C(C)(=O)O[C@@H]1CC2=CC[C@H]3[C@@H]4CC=C(C(C)=O)[C@]4(CC[C@@H]3[C@]2(CC1)C)C (3β-acetoxy-5,16-pregnadien-20-one). RXN SMILES: [C:1]([O:4][C@H:5]1[CH2:24][CH2:23][C@@:22]2([CH3:25])[C:7](=[CH:8][CH2:9][C@@H:10]3[C@@H:21]2[CH2:20][CH2:19][C@@:18]2([CH3:26])[C@H:11]3[CH2:12][C@@H:13](Cl)[C@@H:14]2[C:15](=[O:17])[CH3:16])[CH2:6]1)(=[O:3])[CH3:2].C1C=CC(C2C=CC=CC=2)=CC=1.C1C=CC(OC2C=CC=CC=2)=CC=1>>[C:1]([O:4][C@H:5]1[CH2:24][CH2:23][C@@:22]2([CH3:25])[C:7](=[CH:8][CH2:9][C@@H:10]3[C@@H:21]2[CH2:20][CH2:19][C@@:18]2([CH3:26])[C@H:11]3[CH2:12][CH:13]=[C:14]2[C:15](=[O:17])[CH3:16])[CH2:6]1)(=[O:3])[CH3:2] |f:1.2|. Isolated yield 44.1%. The reactants are C(C)(=O)O[C@@H]1CC2=CC[C@H]3[C@@H]4C[C@H]([C@H](C(C)=O)[C@]4(CC[C@@H]3[C@]2(CC1)C)C)Cl (3β-acetoxy-16α-chloro-5-pregnen-20-one), C1=CC=C(C=C1)C2=CC=CC=C2.C1=CC=C(C=C1)OC2=CC=CC=C2 (Dowtherm). Reported procedure: One gram of 3β-acetoxy-16α-chloro-5-pregnen-20-one is treated analogously to Example 1 in "Dowtherm" for 6 hours at 240° C. and worked up. Recrystallization from isopropyl ether yields 400 mg of 3β-acetoxy-5,16-pregnadien-20-one (56% of theory). Starting materials: ClC=1C2=C(N=C(N1)SCC1=C(C(=CC=C1)F)F)NC(C2)=O (4-Chloro-2-[[(2,3-difluorophenyl)methyl]thio]-5,7-dihydro-6H-pyrrolo[2,3-d]pyrimidin-6-one), N[C@@H](CO)C ((R)-2-amino-1-propanol). Run in CN1CCCC1=O (NMP). Reaction conditions: temperature 110 celsius. Yields the product FC1=C(C=CC=C1F)CSC=1N=C(C2=C(N1)NC(C2)=O)N[C@@H](CO)C (2-[[(2,3-Difluorophenyl)methyl]thio]-5,7-dihydro4-[[(1R)-2-hydroxy-1-methylethyl]amino]-6H-pyrrolo[2,3-d]pyrimidin-6-one). Yield: 24.6%. As a reaction SMILES: Cl[C:2]1[C:3]2[CH2:20][C:19](=[O:21])[NH:18][C:4]=2[N:5]=[C:6]([S:8][CH2:9][C:10]2[CH:15]=[CH:14][CH:13]=[C:12]([F:16])[C:11]=2[F:17])[N:7]=1.[NH2:22][C@H:23]([CH3:26])[CH2:24][OH:25]>CN1C(=O)CCC1>[F:17][C:11]1[C:12]([F:16])=[CH:13][CH:14]=[CH:15][C:10]=1[CH2:9][S:8][C:6]1[N:7]=[C:2]([NH:22][C@H:23]([CH3:26])[CH2:24][OH:25])[C:3]2[CH2:20][C:19](=[O:21])[NH:18][C:4]=2[N:5]=1. Reported procedure: The product from example 1, step (e) (0.20 g) in NMP (5 ml) was treated with (R)-2-amino-1-propanol (0.56 g) and the reaction mixture was heated at 110° C. for 2 hours. The mixture was evaporated to dryness and the residue purified (HPLC, Symmetry® C18 column, 0.1% aqueous ammonium acetate:acetonitrile isocratic elution 75:25) to afford the title compound (0.055 g). Starting materials: BrCc1ccccc1, CCc1nc2nc(Br)cc(C)c2[nH]1, [H-], [Na+], CN(C)C=O. Product: CCc1nc2c(C)cc(Br)nc2n1Cc1ccccc1. RXN SMILES: [Br:16][CH2:17][c:18]1[cH:19][cH:20][cH:21][cH:22][cH:23]1.[Br:1][c:2]1[cH:3][c:4]([CH3:13])[c:5]2[c:6]([n:7]1)[n:8][c:9]([CH2:11][CH3:12])[nH:10]2.[H-:15].[Na+:14].[O:24]=[CH:25][N:26]([CH3:27])[CH3:28]>>[Br:1][c:2]1[cH:3][c:4]([CH3:13])[c:5]2[c:6]([n:7]1)[n:8]([CH2:17][c:18]1[cH:19][cH:20][cH:21][cH:22][cH:23]1)[c:9]([CH2:11][CH3:12])[n:10]2. The reactants are Brc1cnc2[nH]ccc2n1, CC1CCCC(C)(C(=O)Cl)C1. Yields the product CC1CCCC(C)(C(=O)c2c[nH]c3ncc(Br)nc23)C1. As a reaction SMILES: [Br:1][c:2]1[n:3][c:4]2[c:5]([n:6][cH:7]1)[nH:8][cH:9][cH:10]2.[CH3:11][C:12]1([C:19](=[O:20])[Cl:21])[CH2:13][CH:14]([CH3:18])[CH2:15][CH2:16][CH2:17]1>>[Br:1][c:2]1[n:3][c:4]2[c:5]([n:6][cH:7]1)[nH:8][cH:9][c:10]2[C:19]([C:12]1([CH3:11])[CH2:13][CH:14]([CH3:18])[CH2:15][CH2:16][CH2:17]1)=[O:20].